From a dataset of the Open Reaction Database (ORD), a public repository of structured organic reaction records. describe an organic reaction: reactants, conditions, products, and yield Reported procedure: 9-(2'-Hydroxy-3',4'-dimethoxy-6'-methylbenzoyl)nonanoic acid (formula II-1 wherein R=H3CO, X=H, Y=OH, n=8, in the free form) (0.197 part) was dissolved in methanol saturated with hydrogen chloride gas (7 volume parts) and the solution was stirred at room temperature for 20 minutes. The methanol was distilled off under reduced pressure and the residue was recrystallized from hexane-diethyl ether. The procedure provided methyl 9-(2'-hydroxy-3',4'-dimethoxy-6'-methylbenzoyl)nonanoate (formula II-1 ... Starting materials: OC1=C(C(=O)CCCCCCCCC(=O)O)C(=CC(=C1OC)OC)C (9-(2'-Hydroxy-3',4'-dimethoxy-6'-methylbenzoyl)nonanoic acid), CO (methanol). Conditions: time 20 minute. Solvent: Cl (hydrogen chloride). RXN SMILES: [OH:1][C:2]1[C:20]([O:21][CH3:22])=[C:19]([O:23][CH3:24])[CH:18]=[C:17]([CH3:25])[C:3]=1[C:4]([CH2:6][CH2:7][CH2:8][CH2:9][CH2:10][CH2:11][CH2:12][CH2:13][C:14]([OH:16])=[O:15])=[O:5].[CH3:26]O>Cl>[OH:1][C:2]1[C:20]([O:21][CH3:22])=[C:19]([O:23][CH3:24])[CH:18]=[C:17]([CH3:25])[C:3]=1[C:4]([CH2:6][CH2:7][CH2:8][CH2:9][CH2:10][CH2:11][CH2:12][CH2:13][C:14]([O:16][CH3:26])=[O:15])=[O:5]. The product is OC1=C(C(=O)CCCCCCCCC(=O)OC)C(=CC(=C1OC)OC)C (methyl 9-(2'-hydroxy-3',4'-dimethoxy-6'-methylbenzoyl)nonanoate). Starting materials: [Cl-].[Mg+2].[Cl-] (magnesium chloride), TEA, C(CC(=O)OCC)(=O)OCC (diethyl malonate), FC1=C(C=CC=C1F)C1(CCOCC1)C(=O)O (4-(2,3-difluorophenyl)-tetrahydro-2H-pyran-4-carboxylic acid), S(=O)(=O)(Cl)Cl (sulfuryl dichloride), Cl (HCl). Run in CCOC(=O)C (EtOAc), C(C)#N (ACN). Reaction conditions: temperature 0 celsius. Product: FC1=C(C=CC=C1F)C1(CCOCC1)C(=O)C(C(=O)OCC)C(=O)OCC (diethyl 2-(4-(2,3-difluorophenyl)-tetrahydro-2H-pyran-4-carbonyl)malonate). Isolated yield 33.0%. Reaction SMILES: [C:1]([O:9][CH2:10][CH3:11])(=[O:8])[CH2:2][C:3]([O:5][CH2:6][CH3:7])=[O:4].[Cl-].[Mg+2].[Cl-].[F:15][C:16]1[C:21]([F:22])=[CH:20][CH:19]=[CH:18][C:17]=1[C:23]1([C:29](O)=[O:30])[CH2:28][CH2:27][O:26][CH2:25][CH2:24]1.S(Cl)(Cl)(=O)=O.Cl>C(#N)C.CCOC(C)=O>[F:15][C:16]1[C:21]([F:22])=[CH:20][CH:19]=[CH:18][C:17]=1[C:23]1([C:29]([CH:2]([C:3]([O:5][CH2:6][CH3:7])=[O:4])[C:1]([O:9][CH2:10][CH3:11])=[O:8])=[O:30])[CH2:28][CH2:27][O:26][CH2:25][CH2:24]1 |f:1.2.3|. Procedure: A mixture of diethyl malonate (4.2 g, 26 mmol) in 50 mL ACN was stirred at 0° C. and treated with magnesium chloride (2.5 g, 26 mmol) in one portion and TEA (5.9 g, 58 mmol) dropwise. The mixture was stirred at room temperature for 2.5 hours. In a separate flask, a mixture of 4-(2,3-difluorophenyl)-tetrahydro-2H-pyran-4-carboxylic acid (6.4 g, 26 mmol) in sulfuryl dichloride (31 g, 264 mmol) was refluxed for 2 hours, then concentrated in vacuo. This residue was diluted with 30 mL ACN, and added ... Starting materials: C(C)OC(=O)C1=C(N=C(S1)C1=CC=C(C=C1)F)CBr (4-bromomethyl-2-(4-fluoro-phenyl)-thiazole-5-carboxylic acid ethyl ester), C(C)OC(CNCC1=C(C=C(C=C1)OC)OC)=O ((2,4-dimethoxy-benzylamino)-acetic acid ethyl ester), C([O-])([O-])=O.[K+].[K+] (potassium carbonate). Solvent: CN(C=O)C (dimethylformamide). Reaction conditions: time 18 hour. The product is C(C)OC(=O)C1=C(N=C(S1)C1=CC=C(C=C1)F)CN(CC(=O)OCC)CC1=C(C=C(C=C1)OC)OC (4-{[(2,4-Dimethoxy-benzyl)-ethoxycarbonylmethyl-amino]-methyl}-2-(4-fluoro-phenyl)-thiazole-5-carboxylic acid ethyl ester). Isolated yield 78.5%. Reaction SMILES: [CH2:1]([O:3][C:4]([C:6]1[S:10][C:9]([C:11]2[CH:16]=[CH:15][C:14]([F:17])=[CH:13][CH:12]=2)=[N:8][C:7]=1[CH2:18]Br)=[O:5])[CH3:2].[CH2:20]([O:22][C:23](=[O:37])[CH2:24][NH:25][CH2:26][C:27]1[CH:32]=[CH:31][C:30]([O:33][CH3:34])=[CH:29][C:28]=1[O:35][CH3:36])[CH3:21].C(=O)([O-])[O-].[K+].[K+]>CN(C)C=O>[CH2:1]([O:3][C:4]([C:6]1[S:10][C:9]([C:11]2[CH:16]=[CH:15][C:14]([F:17])=[CH:13][CH:12]=2)=[N:8][C:7]=1[CH2:18][N:25]([CH2:26][C:27]1[CH:32]=[CH:31][C:30]([O:33][CH3:34])=[CH:29][C:28]=1[O:35][CH3:36])[CH2:24][C:23]([O:22][CH2:20][CH3:21])=[O:37])=[O:5])[CH3:2] |f:2.3.4|. Procedure details: A mixture of 4-bromomethyl-2-(4-fluoro-phenyl)-thiazole-5-carboxylic acid ethyl ester (2.02 g, 5.89 mmol), (2,4-dimethoxy-benzylamino)-acetic acid ethyl ester (1.49 g, 5.89 mmol) and potassium carbonate (1.22 g, 8.83 mmol) in anhydrous dimethylformamide (15 mL) was stirred at room temperature for 18 h before it was quenched with water, extracted with ethyl acetate. The organic layer was washed with water, brine, dried over anhydrous sodium sulfate and concentrated in vacuo. The residue was purif... The reactants are C1CCOC1, COc1ccc(P2(=S)SP(=S)(c3ccc(OC)cc3)S2)cc1, CC1=[SH]C(=NC(=O)C(F)(F)F)N(c2cccc(C(F)(F)F)c2)C1. The product is CC1=[SH]C(=NC(=S)C(F)(F)F)N(c2cccc(C(F)(F)F)c2)C1. Reaction SMILES: [CH2:46]1[O:47][CH2:48][CH2:49][CH2:50]1.[CH3:24][O:25][c:26]1[cH:27][cH:28][c:29]([P:30]2(=[S:31])[S:32][P:34](=[S:35])([c:36]3[cH:37][cH:38][c:39]([O:40][CH3:41])[cH:42][cH:43]3)[S:33]2)[cH:44][cH:45]1.[F:1][C:2]([C:3](=[O:4])[N:5]=[C:6]1[SH:7]=[C:8]([CH3:21])[CH2:9][N:10]1[c:11]1[cH:12][c:13]([C:17]([F:18])([F:19])[F:20])[cH:14][cH:15][cH:16]1)([F:22])[F:23]>>[F:1][C:2]([C:3]([N:5]=[C:6]1[SH:7]=[C:8]([CH3:21])[CH2:9][N:10]1[c:11]1[cH:12][c:13]([C:17]([F:18])([F:19])[F:20])[cH:14][cH:15][cH:16]1)=[S:33])([F:22])[F:23]. Starting materials: Cl (hydrochloric acid), Cl.N[C@@H](CCCCN)C(=O)O (L-lysine hydrochloride), [OH-].[Na+] (sodium hydroxide), [OH-].[Na+] (sodium hydroxide), C(C1=CC=CC=C1)OC(=O)Cl (benzylchloroformate), Cl (hydrochloric acid). The solvent is C(C)(=O)OCC (ethyl acetate), O (water). Conditions: time 1 hour. Product: C1(=CC=CC=C1)COC(=O)N[C@@H](CCCCNC(=O)OCC1=CC=CC=C1)C(=O)O (N2,N6-bis[(phenylmethoxy)carbonyl]-L-lysine). As a reaction SMILES: Cl.[NH2:2][C@H:3]([C:9]([OH:11])=[O:10])[CH2:4][CH2:5][CH2:6][CH2:7][NH2:8].[OH-:12].[Na+].[CH2:14]([O:21][C:22](Cl)=[O:23])[C:15]1[CH:20]=[CH:19][CH:18]=[CH:17][CH:16]=1.Cl>O.C(OCC)(=O)C>[C:15]1([CH2:14][O:21][C:22]([NH:2][C@H:3]([C:9]([OH:11])=[O:10])[CH2:4][CH2:5][CH2:6][CH2:7][NH:8][C:22]([O:21][CH2:14][C:15]2[CH:20]=[CH:19][CH:18]=[CH:17][CH:16]=2)=[O:12])=[O:23])[CH:20]=[CH:19][CH:18]=[CH:17][CH:16]=1 |f:0.1,2.3|. Procedure details: In a four necked flask equipped with mechanic stirrer, thermometer, pH-meter and dripping funnel, 91.3 g (0.50 moles) of L-lysine hydrochloride are dissolved under stirring in 800 ml of water and then a 30% (w/v) aqueous solution of sodium hydroxide is added until the pH value is brought to 11.5. 185.3 Grams (1.05 moles) of 97% benzylchloroformate are added under stirring during one hour and half while keeping the temperature at 20° C.-25° C. and the pH value between 11.0 and 11.5 by addition of... The reactants are O1C(COC2=C3C=C(NC3=CC(=C2)C)C(N)=O)C1 (4-(2,3-epoxypropoxy)-2-carbamoyl-6-methyl indole), C(C)(C)(C)N (tert.-butylamine). Reaction conditions: time 24 hour. The product is OC(COC1=C2C=C(NC2=CC(=C1)C)C(N)=O)CNC(C)(C)C (4-(2-hydroxy-3-tert.-butylaminopropoxy)-2-carbamoyl-6-methyl indole). Yield: 55.0%. RXN SMILES: [O:1]1[CH2:18][CH:2]1[CH2:3][O:4][C:5]1[CH:13]=[C:12]([CH3:14])[CH:11]=[C:10]2[C:6]=1[CH:7]=[C:8]([C:15](=[O:17])[NH2:16])[NH:9]2.[C:19]([NH2:23])([CH3:22])([CH3:21])[CH3:20]>>[OH:1][CH:2]([CH2:18][NH:23][C:19]([CH3:22])([CH3:21])[CH3:20])[CH2:3][O:4][C:5]1[CH:13]=[C:12]([CH3:14])[CH:11]=[C:10]2[C:6]=1[CH:7]=[C:8]([C:15](=[O:17])[NH2:16])[NH:9]2. Reported procedure: 1.5 g of 4-(2,3-epoxypropoxy)-2-carbamoyl-6-methyl indole in 25 ml tert.-butylamine is heated to boiling for 24 hours. The solution is then evaporated and the residue dissolved in chloroform. The chloroform solution is washed with water, dried and evaporated. The residue is suspended in hot acetic ester and mixed with 0.8 g benzoic acid. A clear solution will result here, from which a precipitate deposits. This is aspirated and recrystallized from 100 ml acetic ester. There is obtained 1.5 g (55... As a reaction SMILES: [CH2:12]([c:13]1[cH:14][cH:15][cH:16][cH:17][cH:18]1)[n:19]1[n:20][cH:21][c:22]2[c:23]1[n:24][cH:25][cH:26][c:27]2[OH:28].[Cl:6][P:7]([Cl:8])([Cl:9])([Cl:10])[Cl:11].[Na+:30].[OH-:29].[OH2:31].[P:1]([Cl:2])([Cl:3])([Cl:4])=[O:5]>>[Cl:6][c:27]1[c:22]2[cH:21][n:20][n:19]([CH2:12][c:13]3[cH:14][cH:15][cH:16][cH:17][cH:18]3)[c:23]2[n:24][cH:25][cH:26]1. Product: Clc1ccnc2c1cnn2Cc1ccccc1. Starting materials: Oc1ccnc2c1cnn2Cc1ccccc1, ClP(Cl)(Cl)(Cl)Cl, [Na+], [OH-], O, O=P(Cl)(Cl)Cl.